describe an organic reaction: reactants, conditions, products, and yield From a dataset of the Open Reaction Database (ORD), a public repository of structured organic reaction records. The reactants are C(C)(=O)OC(C)=O (acetic anhydride), Cl.FC1=CC=C2CCCC(C2=C1)CCN (2-(7-Fluoro-1,2,3,4-tetrahydro-1-naphthyl)-1-ethylamine hydrochloride), Cl (HCl). Solvent: N1=CC=CC=C1 (pyridine). Run at time 5 hour. The product is FC1=CC=C2CCCC(C2=C1)CCNC(C)=O (N-[2-(7-Fluoro-1,2,3,4-tetrahydro-1-naphthyl)ethyl]acetamide). Reaction SMILES: Cl.[F:2][C:3]1[CH:12]=[C:11]2[C:6]([CH2:7][CH2:8][CH2:9][CH:10]2[CH2:13][CH2:14][NH2:15])=[CH:5][CH:4]=1.[C:16](OC(=O)C)(=[O:18])[CH3:17].Cl>N1C=CC=CC=1>[F:2][C:3]1[CH:12]=[C:11]2[C:6]([CH2:7][CH2:8][CH2:9][CH:10]2[CH2:13][CH2:14][NH:15][C:16](=[O:18])[CH3:17])=[CH:5][CH:4]=1 |f:0.1|. Reported procedure: 1 eq. of the compound obtained in Step G is dissolved in 4 ml of pyridine and is cooled in an ice bath before adding 3 eq. of acetic anhydride dropwise. The reaction mixture is stirred for 5 hours at ambient temperature and is then poured into 3M HCl solution and extracted with ethyl ether. The organic phase is washed with 10% potassium carbonate solution and then with water, dried over MgSO4 and evaporated under reduced pressure. The oil obtained is precipitated from a mixture of ethyl ether/pe... The reactants are O=Cc1cccc(Br)c1, CC1CNCCN1C(=O)OC(C)(C)C, ClCCl. Yields the product CC1CN(Cc2cccc(Br)c2)CCN1C(=O)OC(C)(C)C. Reaction SMILES: [Br:15][c:16]1[cH:17][c:18]([CH:19]=[O:20])[cH:21][cH:22][cH:23]1.[CH3:1][CH:2]1[N:3]([C:8](=[O:9])[O:10][C:11]([CH3:12])([CH3:13])[CH3:14])[CH2:4][CH2:5][NH:6][CH2:7]1.[Cl:24][CH2:25][Cl:26]>>[CH3:1][CH:2]1[N:3]([C:8](=[O:9])[O:10][C:11]([CH3:12])([CH3:13])[CH3:14])[CH2:4][CH2:5][N:6]([CH2:19][c:18]2[cH:17][c:16]([Br:15])[cH:23][cH:22][cH:21]2)[CH2:7]1.